This data is from the Open Reaction Database (ORD), a public repository of structured organic reaction records. The task is: describe an organic reaction: reactants, conditions, products, and yield Starting materials: COC(=O)C1CC(=O)Nc2cc(OC)ccc2C1, CO, Cl, [Na+], [OH-]. Yields the product COc1ccc2c(c1)NC(=O)CC(C(=O)O)C2. As a reaction SMILES: [CH3:1][O:2][c:3]1[cH:4][c:5]2[c:6]([cH:17][cH:18]1)[CH2:7][CH:8]([C:13](=[O:14])[O:15][CH3:16])[CH2:9][C:10](=[O:12])[NH:11]2.[CH3:22][OH:23].[ClH:21].[Na+:20].[OH-:19]>>[CH3:1][O:2][c:3]1[cH:4][c:5]2[c:6]([cH:17][cH:18]1)[CH2:7][CH:8]([C:13](=[O:14])[OH:15])[CH2:9][C:10](=[O:12])[NH:11]2. As a reaction SMILES: Br[C:2]1[CH:10]=[CH:9][CH:8]=[C:7]2[C:3]=1[C:4]1([CH2:22][O:21][C:20]3[CH:23]=[C:24]4[C:28](=[CH:29][C:19]1=3)[CH2:27][CH2:26][O:25]4)[C:5](=[O:18])[N:6]2[CH2:11][C:12]1[CH:17]=[CH:16][CH:15]=[CH:14][N:13]=1.[N:30]1[CH:35]=[CH:34][CH:33]=[C:32](B(O)O)[CH:31]=1.CN(C)C1N=CC(B(O)O)=CC=1>>[N:30]1[CH:35]=[CH:34][CH:33]=[C:32]([C:2]2[CH:10]=[CH:9][CH:8]=[C:7]3[C:3]=2[C:4]2([CH2:22][O:21][C:20]4[CH:23]=[C:24]5[C:28](=[CH:29][C:19]2=4)[CH2:27][CH2:26][O:25]5)[C:5](=[O:18])[N:6]3[CH2:11][C:12]2[CH:17]=[CH:16][CH:15]=[CH:14][N:13]=2)[CH:31]=1. Reactants: BrC1=C2C3(C(N(C2=CC=C1)CC1=NC=CC=C1)=O)C1=C(OC3)C=C3OCCC3=C1 (4′-bromo-1′-(pyridin-2-ylmethyl)-5,6-dihydrospiro[benzo[1,2-b:5,4-b′]difuran-3,3′-indol]-2′(1′H)-one), CN(C1=CC=C(C=N1)B(O)O)C ([6-(dimethylamino)pyridin-3-yl]boronic acid), 4′-bromo-1-pentylspiro[furo[2,3-f][1,3]benzodioxole-7,3′-indol]-2′(1′H)-one, N1=CC(=CC=C1)B(O)O (pyridin-3-ylboronic acid). Reported procedure: Following the procedure as described in EXAMPLE 4, and making non-critical variations using 4′-bromo-1′-(pyridin-2-ylmethyl)-5,6-dihydrospiro[benzo[1,2-b:5,4-b′]difuran-3,3′-indol]-2′(1′H)-one to replace 4′-bromo-1-pentylspiro[furo[2,3-f][1,3]benzodioxole-7,3′-indol]-2′(1′H)-one, and pyridin-3-ylboronic acid to replace [6-(dimethylamino)pyridin-3-yl]boronic acid, the title compound was obtained (9%) as a colorless solid: mp >200° C.; 1H NMR (300 MHz, DMSO-d6) δ 8.52 (d, 1H), 8.42 (d, 1H), 7.96 (... Product: N1=CC(=CC=C1)C1=C2C3(C(N(C2=CC=C1)CC1=NC=CC=C1)=O)C1=C(OC3)C=C3OCCC3=C1 (4′-pyridin-3-yl-1′-(pyridin-2-ylmethyl)-5,6-dihydrospiro[benzo[1,2-b:5,4-b′]difuran-3,3′-indol]-2′(1′H)-one).